This data is from the Open Reaction Database (ORD), a public repository of structured organic reaction records. The task is: describe an organic reaction: reactants, conditions, products, and yield The reactants are BrC1CCN(CC1)C(=O)OC(C)(C)C (4-bromo-1-t-butoxycarbonylpiperidine), [N-]=[N+]=[N-].[Na+] (sodium azide), O (water), C([O-])(O)=O.[Na+] (sodium bicarbonate). The reagents and catalysts are [I-].[Na+] (sodium iodide). Run in CN(C)C=O (DMF). Reaction conditions: time 24 hour. Product: N(=[N+]=[N-])C1CCN(CC1)C(=O)OC(C)(C)C (4-Azido-1-t-butoxycarbonylpiperidine). Isolated yield 100.2%. RXN SMILES: Br[CH:2]1[CH2:7][CH2:6][N:5]([C:8]([O:10][C:11]([CH3:14])([CH3:13])[CH3:12])=[O:9])[CH2:4][CH2:3]1.[N-:15]=[N+:16]=[N-:17].[Na+].O.C(=O)(O)[O-].[Na+]>CN(C=O)C.[I-].[Na+]>[N:15]([CH:2]1[CH2:7][CH2:6][N:5]([C:8]([O:10][C:11]([CH3:14])([CH3:13])[CH3:12])=[O:9])[CH2:4][CH2:3]1)=[N+:16]=[N-:17] |f:1.2,4.5,7.8|. Procedure details: To a solution of 45.3 g (172 mmol) of 4-bromo-1-t-butoxycarbonylpiperidine in 750 mL of DMF was added 22.3 g (343 mmol) of sodium azide and 2.5 g (17 mmol) of sodium iodide. The reaction was stirred at rt for 24 h and then at 60° C. for 4 h. The mixture was poured into water containing 20 mL of sodium bicarbonate and extracted twice with 1:1 ether:hexanes. The organic layers were each washed with a portion of water and brine, dried over sodium sulfate, combined and concentrated. The residue was ... The reactants are [BH4-], Nc1cccc(Br)c1, CC(=O)O, O=Cc1ccccc1, [Na+], C1CCOC1. Product: Brc1cccc(NCc2ccccc2)c1. As a reaction SMILES: [BH4-:21].[Br:1][c:2]1[cH:3][c:4]([NH2:5])[cH:6][cH:7][cH:8]1.[CH3:17][C:18](=[O:19])[OH:20].[CH:9](=[O:10])[c:11]1[cH:12][cH:13][cH:14][cH:15][cH:16]1.[Na+:22].[O:23]1[CH2:24][CH2:25][CH2:26][CH2:27]1>>[Br:1][c:2]1[cH:3][c:4]([NH:5][CH2:9][c:11]2[cH:12][cH:13][cH:14][cH:15][cH:16]2)[cH:6][cH:7][cH:8]1.